Task: describe an organic reaction: reactants, conditions, products, and yield. Dataset: the Open Reaction Database (ORD), a public repository of structured organic reaction records The reactants are COCOC1=CC2=CC[C@H]3[C@@H]4CC[C@@H]([C@@]4(C)CC[C@@H]3[C@H]2C=C1O)OCOC (3,17β-bis(methoxymethoxy)estra-1,3,5-triene-2-ol), C([O-])([O-])=O.[K+].[K+] (potassium carbonate), ICC (iodoethane), ICC (Iodoethane). The solvent is C(C)O (ethanol). Conditions: time 10 minute. The product is COCOC1=CC2=CC[C@H]3[C@@H]4CC[C@@H]([C@@]4(C)CC[C@@H]3[C@H]2C=C1OCC)OCOC (3,17β-Bis(methoxymethoxy)-2-ethoxyestra-1,3,5-triene). Isolated yield 92.9%. As a reaction SMILES: [CH3:1][O:2][CH2:3][O:4][C:5]1[C:22]([OH:23])=[CH:21][C@H:20]2[C:7](=[CH:8][CH2:9][C@@H:10]3[C@@H:19]2[CH2:18][CH2:17][C@@:15]2([CH3:16])[C@H:11]3[CH2:12][CH2:13][C@@H:14]2[O:24][CH2:25][O:26][CH3:27])[CH:6]=1.C(=O)([O-])[O-].[K+].[K+].I[CH2:35][CH3:36]>C(O)C>[CH3:1][O:2][CH2:3][O:4][C:5]1[C:22]([O:23][CH2:35][CH3:36])=[CH:21][C@H:20]2[C:7](=[CH:8][CH2:9][C@@H:10]3[C@@H:19]2[CH2:18][CH2:17][C@@:15]2([CH3:16])[C@H:11]3[CH2:12][CH2:13][C@@H:14]2[O:24][CH2:25][O:26][CH3:27])[CH:6]=1 |f:1.2.3|. Reported procedure: A solution of 3,17β-bis(methoxymethoxy)estra-1,3,5-triene-2-ol (Z. Wang and Cushman, Synzthetic Commun. 28:4431-4437 (1998)) (11.3 g, 27.8 mmol) in anhydrous ethanol (225 ml) containing anhydrous potassium carbonate (38.4 g, 280 mmol) was stirred at room temperature under argon for 10 min. Iodoethane (43.7 g, 280 mmol) was introduced to the reaction mixture. The resulting mixture was stirred at gentle reflux. After 4 hr, another portion of iodoethane (10.92 g, 70 mmol) was introduced and the ref... Reactants: BrCc1ccc(Br)cc1, COC(=O)C(C)C, [Li]CCCC, CCCCCC, CC(C)NC(C)C, C1CCOC1, O=C(O)CC(O)(CC(=O)O)C(=O)O. Product: COC(=O)C(C)(C)Cc1ccc(Br)cc1. Reaction SMILES: [Br:20][c:21]1[cH:22][cH:23][c:24]([CH2:25][Br:26])[cH:27][cH:28]1.[C:13]([CH:14]([CH3:15])[CH3:16])(=[O:17])[O:18][CH3:19].[CH2:1]([Li:2])[CH2:3][CH2:4][CH3:5].[CH3:42][CH2:43][CH2:44][CH2:45][CH2:46][CH3:47].[CH:6]([NH:7][CH:8]([CH3:9])[CH3:10])([CH3:11])[CH3:12].[O:48]1[CH2:49][CH2:50][CH2:51][CH2:52]1.[OH:29][C:30]([CH2:31][C:32]([C:33](=[O:34])[OH:35])([CH2:36][C:37](=[O:38])[OH:39])[OH:40])=[O:41]>>[C:13]([C:14]([CH3:15])([CH3:16])[CH2:25][c:24]1[cH:23][cH:22][c:21]([Br:20])[cH:28][cH:27]1)(=[O:17])[O:18][CH3:19]. Procedure: A mixture of 8-bromo-6-isopropyl-quinoline (9.79 g, 39 mmol, described in International Patent Publication WO 94/22852), 3-(formyl)-phenyl-boronic acid (11.7 g, 78 mmol), sodium carbonate (78 mL, 2M, H2O), Pd(Ph3P)4 (2.7 g, 2.3 mmol) in DME (200 mL) was heated at 70° C. for 18 h. The reaction mixture was cooled to 21° C. then diluted with water and ethyl acetate. The organic extracts were washed (H2O, brine), dried (MgSO4), filtered and concentrated. Purification by flash chromatography (eluting... Starting materials: BrC=1C=C(C=C2C=CC=NC12)C(C)C (8-bromo-6-isopropyl-quinoline), C(=O)C=1C=C(C=CC1)B(O)O (3-(formyl)-phenyl-boronic acid), C([O-])([O-])=O.[Na+].[Na+] (sodium carbonate). RXN SMILES: Br[C:2]1[CH:3]=[C:4]([CH:12]([CH3:14])[CH3:13])[CH:5]=[C:6]2[C:11]=1[N:10]=[CH:9][CH:8]=[CH:7]2.[CH:15]([C:17]1[CH:18]=[C:19](B(O)O)[CH:20]=[CH:21][CH:22]=1)=[O:16].C(=O)([O-])[O-].[Na+].[Na+]>COCCOC.O.C(OCC)(=O)C.C1C=CC([P]([Pd]([P](C2C=CC=CC=2)(C2C=CC=CC=2)C2C=CC=CC=2)([P](C2C=CC=CC=2)(C2C=CC=CC=2)C2C=CC=CC=2)[P](C2C=CC=CC=2)(C2C=CC=CC=2)C2C=CC=CC=2)(C2C=CC=CC=2)C2C=CC=CC=2)=CC=1>[CH:12]([C:4]1[CH:5]=[C:6]2[C:11](=[C:2]([C:21]3[CH:22]=[C:17]([CH:18]=[CH:19][CH:20]=3)[CH:15]=[O:16])[CH:3]=1)[N:10]=[CH:9][CH:8]=[CH:7]2)([CH3:14])[CH3:13] |f:2.3.4,^1:48,50,69,88|. Reaction conditions: temperature 70 celsius. Product: C(C)(C)C=1C=C2C=CC=NC2=C(C1)C=1C=C(C=O)C=CC1 (3-(6-Isopropyl-quinolin-8-yl)-benzaldehyde). The solvent is COCCOC (DME), O (water), C(C)(=O)OCC (ethyl acetate). The reagents and catalysts are C=1C=CC(=CC1)[P](C=2C=CC=CC2)(C=3C=CC=CC3)[Pd]([P](C=4C=CC=CC4)(C=5C=CC=CC5)C=6C=CC=CC6)([P](C=7C=CC=CC7)(C=8C=CC=CC8)C=9C=CC=CC9)[P](C=1C=CC=CC1)(C=1C=CC=CC1)C=1C=CC=CC1 (Pd(Ph3P)4). Starting materials: C(=O)(O)[O-].[Na+] (NaHCO3), [SiH](CC)(CC)CC (Et3SiH), B(F)(F)F.CCOCC (BF3 Et2O), OC1=CC=C2C3=C(C(OC2=C1)C1=CC=C(C=C1)OCCN1CCCCC1)C=C(C=C3)C(C)=O ((+)-1-[3-hydroxy-6-[4-(2-piperidin-1-yl-ethoxy)-phenyl]-6H-benzo[c]chromen-8-yl]-1-ethanone). Run in C(Cl)Cl (CH2Cl2). Conditions: temperature -78 celsius. Product: COC1=CC=C2C3=C(C(OC2=C1)C1=CC=C(C=C1)OCCN1CCCCC1)C=C(C=C3)C(C)=O ((+)-1-[3-methoxy-6-[4-(2-piperidin-1-yl-ethoxy)-phenyl]-6H-benzo[c]chromen-8-yl]-ethanone). Reaction SMILES: [OH:1][C:2]1[CH:11]=[C:10]2[C:5]([C:6]3[CH:30]=[CH:29][C:28]([C:31](=[O:33])[CH3:32])=[CH:27][C:7]=3[CH:8]([C:12]3[CH:17]=[CH:16][C:15]([O:18][CH2:19][CH2:20][N:21]4[CH2:26][CH2:25][CH2:24][CH2:23][CH2:22]4)=[CH:14][CH:13]=3)[O:9]2)=[CH:4][CH:3]=1.[SiH](CC)(CC)[CH2:35]C.B(F)(F)F.CCOCC.C([O-])(O)=O.[Na+]>C(Cl)Cl>[CH3:35][O:1][C:2]1[CH:11]=[C:10]2[C:5]([C:6]3[CH:30]=[CH:29][C:28]([C:31](=[O:33])[CH3:32])=[CH:27][C:7]=3[CH:8]([C:12]3[CH:13]=[CH:14][C:15]([O:18][CH2:19][CH2:20][N:21]4[CH2:26][CH2:25][CH2:24][CH2:23][CH2:22]4)=[CH:16][CH:17]=3)[O:9]2)=[CH:4][CH:3]=1 |f:2.3,4.5|. Reported procedure: The compound from Step G (1.66 g, 3.2 mmol) was dissolved in CH2Cl2 (90 mL) and cooled to −78° C. Et3SiH (3.1 ml, 19.2 mmol) and BF3-Et2O (2.6 ml, 19.2 mmol) were added slowly under Ar. The mixture was stirred at −78° C., then at room temperature overnight. Saturated NaHCO3 (100 ml) was added and the mixture extracted three times with ethyl acetate (150 ml). The combined organic layer was washed with brine (100 ml) and dried over MgSO4. The solvent was removed and the crude product was chromatog... As a reaction SMILES: [C:47]([BH3-:48])#[N:49].[CH2:1]([CH2:2][CH3:3])[c:4]1[cH:5][n:6][c:7]([N:10]2[CH:11]([CH2:35][NH2:36])[CH2:12][CH:13]([S:15][C:16]([c:17]3[cH:18][cH:19][cH:20][cH:21][cH:22]3)([c:23]3[cH:24][cH:25][cH:26][cH:27][cH:28]3)[c:29]3[cH:30][cH:31][cH:32][cH:33][cH:34]3)[CH2:14]2)[n:8][cH:9]1.[CH3:51][OH:52].[Cl-:53].[Cl-:55].[F:37][c:38]1[c:39]([CH:40]=[O:41])[cH:42][c:43]([F:46])[cH:44][cH:45]1.[Na+:50].[Zn+2:54]>>[CH2:1]([CH2:2][CH3:3])[c:4]1[cH:5][n:6][c:7]([N:10]2[CH:11]([CH2:35][NH:36][CH2:40][c:39]3[c:38]([F:37])[cH:45][cH:44][c:43]([F:46])[cH:42]3)[CH2:12][CH:13]([S:15][C:16]([c:17]3[cH:18][cH:19][cH:20][cH:21][cH:22]3)([c:23]3[cH:24][cH:25][cH:26][cH:27][cH:28]3)[c:29]3[cH:30][cH:31][cH:32][cH:33][cH:34]3)[CH2:14]2)[n:8][cH:9]1. Starting materials: [BH3-]C#N, CCCc1cnc(N2CC(SC(c3ccccc3)(c3ccccc3)c3ccccc3)CC2CN)nc1, CO, [Cl-], [Cl-], O=Cc1cc(F)ccc1F, [Na+], [Zn+2]. The product is CCCc1cnc(N2CC(SC(c3ccccc3)(c3ccccc3)c3ccccc3)CC2CNCc2cc(F)ccc2F)nc1.